This data is from the Open Reaction Database (ORD), a public repository of structured organic reaction records. The task is: describe an organic reaction: reactants, conditions, products, and yield The reactants are Cl (hydrochloric acid), aqueous solution, [OH-].[Na+] (sodium hydroxide), O1C2=C(OCC1)C=C(C=C2)N2C(C(=NC1=CC=CC=C21)C(=O)OCC)=O (ethyl 1-(2,3-dihydrobenzo[b][1,4]dioxin-6-yl)-2-oxo-1,2-dihydroquinoxaline-3-carboxylate). Run in C(C)O (ethanol). Conditions: time 2 hour. Yields the product O1C2=C(OCC1)C=C(C=C2)N2C(C(=NC1=CC=CC=C21)C(=O)O)=O (1-(2,3-dihydrobenzo[b][1,4]dioxin-6-yl)-2-oxo-1,2-dihydroquinoxaline-3-carboxylic acid). Isolated yield 92.5%. Reaction SMILES: [O:1]1[CH2:6][CH2:5][O:4][C:3]2[CH:7]=[C:8]([N:11]3[C:20]4[C:15](=[CH:16][CH:17]=[CH:18][CH:19]=4)[N:14]=[C:13]([C:21]([O:23]CC)=[O:22])[C:12]3=[O:26])[CH:9]=[CH:10][C:2]1=2.[OH-].[Na+].Cl>C(O)C>[O:1]1[CH2:6][CH2:5][O:4][C:3]2[CH:7]=[C:8]([N:11]3[C:20]4[C:15](=[CH:16][CH:17]=[CH:18][CH:19]=4)[N:14]=[C:13]([C:21]([OH:23])=[O:22])[C:12]3=[O:26])[CH:9]=[CH:10][C:2]1=2 |f:1.2|. Reported procedure: 4.5 g (13 mmol) of ethyl 1-(2,3-dihydrobenzo[b][1,4]dioxin-6-yl)-2-oxo-1,2-dihydroquinoxaline-3-carboxylate was dissolved in ethanol (100 ml), and 4.1 g (26 mmol) of a 25% aqueous solution of sodium hydroxide was added thereto. The solution was stirred for 2 hours at room temperature. The reaction mixture was concentrated under reduced pressure and water was added to the residue thus obtained. The mixture was acidified using 10% hydrochloric acid. A solid precipitated therefrom was separated by ... Starting materials: C1(=CC=CC=C1)C1=C(C(=O)NC2=CC=C(C=C2)C(=O)N2CCCC(C3=C2C=CC=C3)=O)C=CC=C1 (2-phenyl-4'-[(5-oxo-2,3,4,5-tetrahydro-1H-1-benzazepin-1-yl)carbonyl]benzanilide), Cl.N1=CC(=CC=C1)CC(=S)N (3-pyridylthioacetamide hydrochloride). Product: Cl.C1(=CC=CC=C1)C1=C(C(=O)NC2=CC=CC=C2)C=CC=C1 (2-phenylbenzanilide hydrochloride). Reaction SMILES: [C:1]1([C:7]2[CH:35]=[CH:34][CH:33]=[CH:32][C:8]=2[C:9]([NH:11][C:12]2[CH:17]=[CH:16][C:15](C(N3C4C=CC=CC=4C(=O)CCC3)=O)=[CH:14][CH:13]=2)=[O:10])[CH:6]=[CH:5][CH:4]=[CH:3][CH:2]=1.[ClH:36].N1C=CC=C(CC(N)=S)C=1>>[ClH:36].[C:1]1([C:7]2[CH:35]=[CH:34][CH:33]=[CH:32][C:8]=2[C:9]([NH:11][C:12]2[CH:13]=[CH:14][CH:15]=[CH:16][CH:17]=2)=[O:10])[CH:2]=[CH:3][CH:4]=[CH:5][CH:6]=1 |f:1.2,3.4|. Procedure: Using 400 mg of 2-phenyl-4'-[(5-oxo-2,3,4,5-tetrahydro-1H-1-benzazepin-1-yl)carbonyl]benzanilide and 400 mg of 3-pyridylthioacetamide hydrochloride, the procedure of Example 5 was repeated to obtain 100 mg of 4'-[[2-(3-pyridylmethyl)-5,6-dihydro-4H-thiazolof5,4-d][1]benzazepin-6-yl)carbonyl]-2-phenylbenzanilide hydrochloride as an amorphous solid. Starting materials: Cl.NCC(=O)N1CCN(CC1)C(C1=C(C=CC(=C1)F)C(F)(F)F)=O (2-amino-1-[4-(5-fluoro-2-trifluoromethyl-benzoyl)-piperazin-1-yl]-ethanone hydrochloride salt), CCN(C(C)C)C(C)C (DIPEA), FC1=C(C=CC=C1)C1=CC(=NN1)C(=O)O (5-(2-fluoro-phenyl)-1H-pyrazole-3-carboxylic acid), C=1C=CC2=C(C1)N=NN2O (HOBT), CCN=C=NCCCN(C)C (EDCI). Solvent: O (water), CN(C)C=O (DMF). Reaction conditions: time 2 minute. Product: FC=1C=CC(=C(C(=O)N2CCN(CC2)C(CNC(=O)C2=NNC(=C2)C2=C(C=CC=C2)F)=O)C1)C(F)(F)F (5-(2-fluoro-phenyl)-1H-pyrazole-3-carboxylic acid {2-[4-(5-fluoro-2-trifluoromethyl-benzoyl)-piperazin-1-yl]-2-oxo-ethyl}-amide). Yield: 46.2%. RXN SMILES: CCN(C(C)C)C(C)C.[F:10][C:11]1[CH:16]=[CH:15][CH:14]=[CH:13][C:12]=1[C:17]1[NH:21][N:20]=[C:19]([C:22]([OH:24])=O)[CH:18]=1.C1C=CC2N(O)N=NC=2C=1.CCN=C=NCCCN(C)C.Cl.[NH2:47][CH2:48][C:49]([N:51]1[CH2:56][CH2:55][N:54]([C:57](=[O:69])[C:58]2[CH:63]=[C:62]([F:64])[CH:61]=[CH:60][C:59]=2[C:65]([F:68])([F:67])[F:66])[CH2:53][CH2:52]1)=[O:50]>CN(C=O)C.O>[F:64][C:62]1[CH:61]=[CH:60][C:59]([C:65]([F:67])([F:66])[F:68])=[C:58]([CH:63]=1)[C:57]([N:54]1[CH2:55][CH2:56][N:51]([C:49](=[O:50])[CH2:48][NH:47][C:22]([C:19]2[CH:18]=[C:17]([C:12]3[CH:13]=[CH:14][CH:15]=[CH:16][C:11]=3[F:10])[NH:21][N:20]=2)=[O:24])[CH2:52][CH2:53]1)=[O:69] |f:4.5|. Procedure: DIPEA (123 mg, 0.16 mL, 0.95 mmol) was added to a stirred solution of 5-(2-fluoro-phenyl)-1H-pyrazole-3-carboxylic acid (56 mg, 0.27 mmol) in DMF (2 mL). HOBT (39 mg, 0.28 mmol) and EDCI (55 mg, 0.28 mmol) were then added at room temperature. After 2 minutes, 2-amino-1-[4-(5-fluoro-2-trifluoromethyl-benzoyl)-piperazin-1-yl]-ethanone hydrochloride salt (100 mg, 0.27 mmol) was added and the resulting mixture was stirred at room temperature overnight. Cold water was then added and filtered the soli... Reactants: CCc1nc2c(F)ccc(OCC(=O)OC)c2c(OC(F)F)c1Cc1ccc(C(=O)N2CCCC2)cc1Cl, [Li+], C1CCOC1, [OH-], O. Product: CCc1nc2c(F)ccc(OCC(=O)O)c2c(OC(F)F)c1Cc1ccc(C(=O)N2CCCC2)cc1Cl. RXN SMILES: [CH3:1][O:2][C:3]([CH2:4][O:5][c:6]1[c:7]2[c:8]([O:34][CH:35]([F:36])[F:37])[c:9]([CH2:19][c:20]3[c:21]([Cl:33])[cH:22][c:23]([C:26](=[O:27])[N:28]4[CH2:29][CH2:30][CH2:31][CH2:32]4)[cH:24][cH:25]3)[c:10]([CH2:17][CH3:18])[n:11][c:12]2[c:13]([F:16])[cH:14][cH:15]1)=[O:38].[Li+:44].[O:39]1[CH2:40][CH2:41][CH2:42][CH2:43]1.[OH-:45].[OH2:46]>>[O:2]=[C:3]([CH2:4][O:5][c:6]1[c:7]2[c:8]([O:34][CH:35]([F:36])[F:37])[c:9]([CH2:19][c:20]3[c:21]([Cl:33])[cH:22][c:23]([C:26](=[O:27])[N:28]4[CH2:29][CH2:30][CH2:31][CH2:32]4)[cH:24][cH:25]3)[c:10]([CH2:17][CH3:18])[n:11][c:12]2[c:13]([F:16])[cH:14][cH:15]1)[OH:38]. Starting materials: NC=1C(=NC(=CC1)C=1C=C2C(=NC1)N(C(=N2)C)COCC[Si](C)(C)C)C(=O)OC (methyl 3-amino-6-[2-methyl-3-(2-trimethylsilanylethoxymethyl)-3H-imidazo[4,5-b]pyridin-6-yl]pyridine-2-carboxylate), C(=O)N (formamide). Product: CC1=NC=2C(=NC=C(C2)C=2C=CC=3N=CNC(C3N2)=O)N1COCC[Si](C)(C)C (6-[2-methyl-3-(2-trimethylsilanylethoxymethyl)-3H-imidazo[4,5-b]pyridin-6-yl]-3H-pyrido[3,2-d]pyrimidin-4-one). The yield is 36.0%. Reaction SMILES: [NH2:1][C:2]1[C:3]([C:26]([O:28]C)=O)=[N:4][C:5]([C:8]2[CH:9]=[C:10]3[N:16]=[C:15]([CH3:17])[N:14]([CH2:18][O:19][CH2:20][CH2:21][Si:22]([CH3:25])([CH3:24])[CH3:23])[C:11]3=[N:12][CH:13]=2)=[CH:6][CH:7]=1.[CH:30]([NH2:32])=O>>[CH3:17][C:15]1[N:14]([CH2:18][O:19][CH2:20][CH2:21][Si:22]([CH3:24])([CH3:23])[CH3:25])[C:11]2=[N:12][CH:13]=[C:8]([C:5]3[CH:6]=[CH:7][C:2]4[N:1]=[CH:30][NH:32][C:26](=[O:28])[C:3]=4[N:4]=3)[CH:9]=[C:10]2[N:16]=1. Procedure details: 1.00 g of methyl 3-amino-6-[2-methyl-3-(2-trimethylsilanylethoxymethyl)-3H-imidazo[4,5-b]pyridin-6-yl]pyridine-2-carboxylate in 16 ml of formamide are heated at 130° C. under nitrogen in a flask until the reaction is complete (HPLC check, about 48 hours). The excess formamide is distilled off (120° C., 1 mbar). The residue is dissolved in dichloromethane, washed with water, dried and purified by means of column chromatography (gradient EA: methanol 0-50% in 15 min), giving 0.40 g of 6-[2-methyl-...